Dataset: the Open Reaction Database (ORD), a public repository of structured organic reaction records. Task: describe an organic reaction: reactants, conditions, products, and yield Yields the product CC=1C=NC=C(C1C=O)C (3,5-Dimethyl-pyridine-4-carbaldehyde). Reactants: CON(C(=O)C1=CC=C2C(=CN(C2=C1)CC1=CC=C(C=C1)OC)C)C (N-methoxy-1-(4-methoxybenzyl)-3-methyl-N-methyl-1H-indole-6-carboxamide), C(CCC)[Li] (n-butyl lithium), [Cl-].[NH4+] (ammonium chloride), CN(C=O)C (dimethylformamide). Solvent: C(C)OCC (diethyl ether). Reaction conditions: temperature -78 celsius, time 1 hour. RXN SMILES: CON(C)C([C:6]1[CH:14]=[C:13]2C(C(C)=C[N:12]2[CH2:15][C:16]2[CH:21]=CC(OC)=[CH:18][CH:17]=2)=CC=1)=O.C([Li])CCC.CN(C)C=[O:34].[Cl-].[NH4+]>C(OCC)C>[CH3:21][C:16]1[CH:15]=[N:12][CH:13]=[C:14]([CH3:6])[C:17]=1[CH:18]=[O:34] |f:3.4|. Procedure: A stirred solution of 4-bromo-3,5-dimethylpyridine (3.72 g, Reference Example 25) in diethyl ether (50 ml), at −78° C. and under nitrogen, was treated dropwise with n-butyl lithium (0.025 ml, 1.6M). After stirring at −78° C. for 1 hour the resulting homogeneous solution was treated with dry dimethylformamide (6 ml) whilst maintaining the temperature below −65° C. The reaction mixture was allowed to warm to room temperature over 1 hour, then treated with a saturated aqueous solution of ammonium c...